This data is from the Open Reaction Database (ORD), a public repository of structured organic reaction records. The task is: describe an organic reaction: reactants, conditions, products, and yield Starting materials: C(#N)C=1C=CC2=C([C@@H]([C@H](C(O2)(C)C)O)N(C2=CC=CC=C2)CC(=O)OCC)C1 ((3R-trans)-[(6-cyano-3,4-dihydro-3-hydroxy-2,2-dimethyl-2H-1-benzopyran-4-yl)phenylamino]acetic acid, ethyl ester), C(#N)C=1C=CC2=C([C@@H]([C@H](C(O2)(C)C)O)N(C2=CC=CC=C2)CC(=O)OCC)C1 ((3R-trans)-[(6-Cyano-3,4-dihydro-3-hydroxy-2,2-dimethyl-2H-1-benzopyran-4-yl)phenylamino]acetic acid, ethyl ester), C(C)N (ethyl amine). Yields the product C(#N)C=1C=CC2=C([C@@H]([C@H](C(O2)(C)C)O)N(CC(=O)NCC)C2=CC=CC=C2)C1 ((3R-trans)-2[N-(6-Cyano-3,4-dihydro-3-hydroxy-2,2-dimethyl-2H- 1-benzopyran-4-yl)phenylamino]-N-ethylacetamide). Reaction SMILES: [C:1]([C:3]1[CH:4]=[CH:5][C:6]2[O:11][C:10]([CH3:13])([CH3:12])[C@H:9]([OH:14])[C@@H:8]([N:15]([CH2:22][C:23](OCC)=[O:24])[C:16]3[CH:21]=[CH:20][CH:19]=[CH:18][CH:17]=3)[C:7]=2[CH:28]=1)#[N:2].[CH2:29]([NH2:31])[CH3:30]>>[C:1]([C:3]1[CH:4]=[CH:5][C:6]2[O:11][C:10]([CH3:13])([CH3:12])[C@H:9]([OH:14])[C@@H:8]([N:15]([C:16]3[CH:21]=[CH:20][CH:19]=[CH:18][CH:17]=3)[CH2:22][C:23]([NH:31][CH2:29][CH3:30])=[O:24])[C:7]=2[CH:28]=1)#[N:2]. Procedure: The title compound was prepared from (3R-trans)-[(6-cyano-3,4-dihydro-3-hydroxy-2,2-dimethyl-2H-1-benzopyran-4-yl)phenylamino]acetic acid, ethyl ester (the title compound of Example 3) and ethyl amine by the same procedure as described for the title compound of Example 7. The product was triturated with hexanes to give the title compound as a colorless solid, mp 213°-215° C. Analysis calculated for C22H25N3O3 : C, 69.64; H, 6.64; N, 11.07. Found: C, 69.31; H, 6.33; N, 10.96. [α]D =+76.6° (c=0.47... The reactants are C(C)(C)(C)OC(=O)N1CCC2(CO2)CC1 (1-Oxa-6-aza-spiro[2,5]octane-6-carboxylic acid tert-butyl ester), C(C1=CC=CC=C1)NC (Benzyl methylamine). The solvent is O1CCOCC1 (dioxane). Product: C(C)(C)(C)OC(=O)N1CCC(CC1)(O)CN(C)CC1=CC=CC=C1 (4-[(Benzyl-methyl-amino)-methyl]-4-hydroxy-piperidine-1-carboxylic acid tert-butyl ester). RXN SMILES: [C:1]([O:5][C:6]([N:8]1[CH2:15][CH2:14][C:11]2([O:13][CH2:12]2)[CH2:10][CH2:9]1)=[O:7])([CH3:4])([CH3:3])[CH3:2].[CH2:16]([NH:23][CH3:24])[C:17]1[CH:22]=[CH:21][CH:20]=[CH:19][CH:18]=1>O1CCOCC1>[C:1]([O:5][C:6]([N:8]1[CH2:15][CH2:14][C:11]([CH2:12][N:23]([CH2:16][C:17]2[CH:22]=[CH:21][CH:20]=[CH:19][CH:18]=2)[CH3:24])([OH:13])[CH2:10][CH2:9]1)=[O:7])([CH3:4])([CH3:3])[CH3:2]. Procedure details: Epoxide (32) (46 g, 216 mmol) was dissolved in dioxane (300 ml). Benzyl methylamine (75 ml, 583 mmol) was added and the mixture was stirred at reflux for 90 h. TLC analysis revealed complete conversion. The mixture was evaporated to dryness. The excess of benzyl methylamine was removed by evaporation in vacuo (0.05 mbar, 80° C.). Yield: 69.3 g of aminoalcohol (35) (96%) as an orange oil. The reactants are C1(CCCCC1)N1C(=NC2=C1C=CC(=C2)C=2N=NNN2)C2=CC=C(C=C2)OCC2=NOC(=N2)C2=C(C=CC=C2)OC (1-Cyclohexyl-2-[4-[5-(2-methoxyphenyl)-1,2,4-oxadiazol-3-ylmethoxy]phenyl]-5-[2H-tetrazol-5yl]-1H-benzimidazole), C(Cl)Cl.C(=O)(C(F)(F)F)O.C(C)(C)[SiH](C(C)C)C(C)C (methylene chloride TFA triisopropylsilane). Reaction conditions: time 20 minute. The product is C1(CCCCC1)N1C(=NC2=C1C=CC(=C2)C2=NN=NN2)C2=CC=C(C=C2)OCC2=NOC(=N2)C2=C(C=CC=C2)OC (1-Cyclohexyl-2-[4-[5-(2-methoxyphenyl)-1,2,4-oxadiazol-3-ylmethoxy]phenyl]-5-[1H-tetrazol-5-yl]-1H-benzimidazole), C(=O)(C(F)(F)F)O (TFA). Isolated yield 70.0%. RXN SMILES: [CH:1]1([N:7]2[C:11]3[CH:12]=[CH:13][C:14]([C:16]4[N:17]=[N:18][NH:19][N:20]=4)=[CH:15][C:10]=3[N:9]=[C:8]2[C:21]2[CH:26]=[CH:25][C:24]([O:27][CH2:28][C:29]3[N:33]=[C:32]([C:34]4[CH:39]=[CH:38][CH:37]=[CH:36][C:35]=4[O:40][CH3:41])[O:31][N:30]=3)=[CH:23][CH:22]=2)[CH2:6][CH2:5][CH2:4][CH2:3][CH2:2]1.C(Cl)Cl.[C:45]([OH:51])([C:47]([F:50])([F:49])[F:48])=[O:46].C([SiH](C(C)C)C(C)C)(C)C>>[CH:1]1([N:7]2[C:11]3[CH:12]=[CH:13][C:14]([C:16]4[NH:17][N:18]=[N:19][N:20]=4)=[CH:15][C:10]=3[N:9]=[C:8]2[C:21]2[CH:22]=[CH:23][C:24]([O:27][CH2:28][C:29]3[N:33]=[C:32]([C:34]4[CH:39]=[CH:38][CH:37]=[CH:36][C:35]=4[O:40][CH3:41])[O:31][N:30]=3)=[CH:25][CH:26]=2)[CH2:6][CH2:5][CH2:4][CH2:3][CH2:2]1.[C:45]([OH:51])([C:47]([F:50])([F:49])[F:48])=[O:46] |f:1.2.3|. Procedure details: Compound 37 from the preceding experiment was added to 2.0 mL of methylene chloride:TFA:triisopropylsilane (6:2:0.5). The mixture was shaken at rt for 20 min and was filtered. The resin was washed with methylene chloride (2×2 mL). The washings and filtrate were combined and concentrated on a rotary evaporator to afford 34 as a TFA salt (56 mg, 70% yield). ESI MS m/e 549 (M+1). The product was identical to that described in Example 5.